Dataset: the Open Reaction Database (ORD), a public repository of structured organic reaction records. Task: describe an organic reaction: reactants, conditions, products, and yield Starting materials: C(C)C1(CCN(CC1)C(=O)[C@]12[C@@H]([C@H]3CC[C@@H]4[C@]5(CC[C@@H](C([C@@H]5CC[C@]4([C@@]3(CC1)C)C)(C)C)O)C)[C@@H](CC2)C(=C)C)C(=O)OCC (ethyl 4-ethyl-1-((1R,3aS,5aR,5bR,7aR,9S,11aR,11bR,13aR,13bR)-9-hydroxy-5a,5b,8,8,11a-pentamethyl-1-(prop-1-en-2-yl)icosahydro-1H-cyclopenta[a]chrysene-3a-carbonyl)piperidine-4-carboxylate), N1=CC=CC=C1 (pyridine), CC1(C(OC(C1)=O)=O)C (3,3-dimethyldihydrofuran-2,5-dione). The solvent is C(C)(=O)OCC (ethyl acetate). Product: C(C)OC(=O)C1(CCN(CC1)C(=O)[C@]12[C@@H]([C@H]3CC[C@@H]4[C@]5(CC[C@@H](C([C@@H]5CC[C@]4([C@@]3(CC1)C)C)(C)C)OC(CC(C(=O)O)(C)C)=O)C)[C@@H](CC2)C(=C)C)CC (4-((1R,3aS,5aR,5bR,7aR,9S,11aR,11bR,13aR,13bR)-3a-(4-(ethoxycarbonyl)-4-ethylpiperidine-1-carbonyl)-5a,5b,8,8,11a-pentamethyl-1-(prop-1-en-2-yl)icosahydro-1H-cyclopenta[a]chrysen-9-yloxy)-2,2-dimethyl-4-oxobutanoic acid). RXN SMILES: [CH2:1]([C:3]1([C:41]([O:43][CH2:44][CH3:45])=[O:42])[CH2:8][CH2:7][N:6]([C:9]([C@:11]23[CH2:37][CH2:36][C@@H:35]([C:38]([CH3:40])=[CH2:39])[C@@H:12]2[C@@H:13]2[C@@:26]([CH3:29])([CH2:27][CH2:28]3)[C@@:25]3([CH3:30])[C@@H:16]([C@:17]4([CH3:34])[C@@H:22]([CH2:23][CH2:24]3)[C:21]([CH3:32])([CH3:31])[C@@H:20]([OH:33])[CH2:19][CH2:18]4)[CH2:15][CH2:14]2)=[O:10])[CH2:5][CH2:4]1)[CH3:2].N1C=CC=CC=1.[CH3:52][C:53]1([CH3:60])[CH2:57][C:56](=[O:58])[O:55][C:54]1=[O:59]>C(OCC)(=O)C>[CH2:44]([O:43][C:41]([C:3]1([CH2:1][CH3:2])[CH2:4][CH2:5][N:6]([C:9]([C@:11]23[CH2:37][CH2:36][C@@H:35]([C:38]([CH3:40])=[CH2:39])[C@@H:12]2[C@@H:13]2[C@@:26]([CH3:29])([CH2:27][CH2:28]3)[C@@:25]3([CH3:30])[C@@H:16]([C@:17]4([CH3:34])[C@@H:22]([CH2:23][CH2:24]3)[C:21]([CH3:32])([CH3:31])[C@@H:20]([O:33][C:56](=[O:58])[CH2:57][C:53]([CH3:60])([CH3:52])[C:54]([OH:59])=[O:55])[CH2:19][CH2:18]4)[CH2:15][CH2:14]2)=[O:10])[CH2:7][CH2:8]1)=[O:42])[CH3:45]. Procedure details: To a stirred solution of ethyl 4-ethyl-1-((1R,3aS,5aR,5bR,7aR,9S,11aR,11bR,13aR,13bR)-9-hydroxy-5a,5b,8,8,11a-pentamethyl-1-(prop-1-en-2-yl)icosahydro-1H-cyclopenta[a]chrysene-3a-carbonyl)piperidine-4-carboxylate (Example 73, 0.5 g, 0.80 mmol) in pyridine (5 ml) dimethyl amino pyridine (0.2 g, 1.6 mmol) was added then 3,3-dimethyldihydrofuran-2,5-dione (0.82 ml) was added and the contents were refluxed for about 16 hours. Completion of the reaction was monitored by TLC, the reaction mixture was ... The reactants are FC(C(=O)O)(F)F (Trifluoroacetic acid), N1(C=NC=C1)CC1=CC=C(C=C1)C1=C(SC(=C1)CC(C)C)S(=O)(=O)NC(C)(C)C (3-(4-Imidazol-1-ylmethylphenyl)-5-iso-butyl-N-tert-butylthiophene-2-sulfonamide). Reagents/catalysts: C1(=CC=CC=C1)OC (anisole). Run at time 30 hour. Product: N1(C=NC=C1)CC1=CC=C(C=C1)C1=C(SC(=C1)CC(C)C)S(=O)(=O)N (3-(4-Imidazol-1-ylmethylphenyl)-5-iso-butylthiophene-2-sulfonamide). Reaction SMILES: FC(F)(F)C(O)=O.[N:8]1([CH2:13][C:14]2[CH:19]=[CH:18][C:17]([C:20]3[CH:24]=[C:23]([CH2:25][CH:26]([CH3:28])[CH3:27])[S:22][C:21]=3[S:29]([NH:32]C(C)(C)C)(=[O:31])=[O:30])=[CH:16][CH:15]=2)[CH:12]=[CH:11][N:10]=[CH:9]1>C1(OC)C=CC=CC=1>[N:8]1([CH2:13][C:14]2[CH:19]=[CH:18][C:17]([C:20]3[CH:24]=[C:23]([CH2:25][CH:26]([CH3:28])[CH3:27])[S:22][C:21]=3[S:29]([NH2:32])(=[O:31])=[O:30])=[CH:16][CH:15]=2)[CH:12]=[CH:11][N:10]=[CH:9]1. Procedure details: Trifluoroacetic acid was added (2 mL) to 3-(4-imidazol-1-ylmethylphenyl)-5-iso-butyl-N-tert-butylthiophene-2-sulfonamide (113 mg, 0.2618 mmol, see step (e) above) and one drop (ca. 0.05 mL) of anisole (ca. 0.05 mL) was added to the mixture. The reaction mixture was stirred under N2 atmosphere for 30 h and then evaporated and co-evaporated with acetonitrile until TLC showed that it was pure. The crude product was used directly in the next step without further purification.